Task: describe an organic reaction: reactants, conditions, products, and yield. Dataset: the Open Reaction Database (ORD), a public repository of structured organic reaction records Reactants: N1=CC(=CC=C1)B(O)O (pyridin-3-ylboronic acid), BrC=1C=C(C=CC1)C1(N=C(C2=CC=C(C=C12)F)N)C1=CC=NC=C1 (1-(3-bromophenyl)-6-fluoro-1-pyridin-4-yl-1H-isoindol-3-amine). Yields the product FC1=CC=C2C(=NC(C2=C1)(C1=CC(=CC=C1)C=1C=NC=CC1)C1=CC=NC=C1)N (6-Fluoro-1-pyridin-4-yl-1-(3-pyridin-3-ylphenyl)-1H-isoindol-3-amine). RXN SMILES: [N:1]1[CH:6]=[CH:5][CH:4]=[C:3](B(O)O)[CH:2]=1.Br[C:11]1[CH:12]=[C:13]([C:17]2([C:28]3[CH:33]=[CH:32][N:31]=[CH:30][CH:29]=3)[C:25]3[C:20](=[CH:21][CH:22]=[C:23]([F:26])[CH:24]=3)[C:19]([NH2:27])=[N:18]2)[CH:14]=[CH:15][CH:16]=1>>[F:26][C:23]1[CH:24]=[C:25]2[C:20]([C:19]([NH2:27])=[N:18][C:17]2([C:28]2[CH:33]=[CH:32][N:31]=[CH:30][CH:29]=2)[C:13]2[CH:12]=[CH:11][CH:16]=[C:15]([C:3]3[CH:2]=[N:1][CH:6]=[CH:5][CH:4]=3)[CH:14]=2)=[CH:21][CH:22]=1. Reported procedure: The title compound was prepared as described in Example 78 (Scheme #14, N) using pyridin-3-ylboronic acid and 1-(3-bromophenyl)-6-fluoro-1-pyridin-4-yl-1H-isoindol-3-amine (Example 82) (18.5% yield): 1H NMR (DMSO-d6) δ 8.77 (m, 1 H), 8.55 (dd, J=4.80, 1.52 Hz, 1 H), 8.46 (m, 2 H), 7.95 (m, 1 H), 7.87-7.81 (m, 2 H), 7.59 (m, 2 H), 7.47 (m, 1 H), 7.39-7.44 (m, 2 H), 7.37-7.31 (m, 3 H), 6.96 (br s, 2 H); MS (ESI) m/z 381 [M+1]+.